Task: describe an organic reaction: reactants, conditions, products, and yield. Dataset: the Open Reaction Database (ORD), a public repository of structured organic reaction records Starting materials: C1(CCCCC1)SC1=C(C=CC=C1)NS(=O)(=O)CC (N-[2-(cyclohexylthio)phenyl]ethanesulfonamide), [N+](=O)(O)[O-] (nitric acid), C(O)([O-])=O.[Na+] (sodium hydrogen carbonate), ice water. The solvent is C(C)(=O)O (acetic acid). Yields the product C1(CCCCC1)SC1=C(C=CC(=C1)[N+](=O)[O-])NS(=O)(=O)CC (N-(2-cyclohexylthio-4-nitrophenyl)ethanesulfonamide). Yield: 63.8%. RXN SMILES: [CH:1]1([S:7][C:8]2[CH:13]=[CH:12][CH:11]=[CH:10][C:9]=2[NH:14][S:15]([CH2:18][CH3:19])(=[O:17])=[O:16])[CH2:6][CH2:5][CH2:4][CH2:3][CH2:2]1.[N+:20]([O-])([OH:22])=[O:21].C(=O)([O-])O.[Na+]>C(O)(=O)C>[CH:1]1([S:7][C:8]2[CH:13]=[C:12]([N+:20]([O-:22])=[O:21])[CH:11]=[CH:10][C:9]=2[NH:14][S:15]([CH2:18][CH3:19])(=[O:17])=[O:16])[CH2:2][CH2:3][CH2:4][CH2:5][CH2:6]1 |f:2.3|. Procedure details: In 20 ml of acetic acid was dissolved 1.5 g of N-[2-(cyclohexylthio)phenyl]ethanesulfonamide, 0.33 g of 61% nitric acid was added dropwise on heating at 80°-85° C., and then the mixture was stirred on heating for 1 hour. The reaction solution was poured into ice water, neutralized with a saturated sodium hydrogen carbonate solution and extracted with dichloromethane. The dichloromethane layer was washed, in turn, with a saturated aqueous sodium hydrogen carbonate solution, water and a saturated ...